This data is from the Open Reaction Database (ORD), a public repository of structured organic reaction records. The task is: describe an organic reaction: reactants, conditions, products, and yield Reaction SMILES: C(OC([N:8]1[CH2:11][CH:10]([NH:12][C:13]2[CH:14]=[C:15]3[C:24](=[CH:25][C:26]=2[CH:27]([CH3:32])[C:28]([F:31])([F:30])[F:29])[O:23][CH2:22][C:21]2[N:16]3[CH:17]([CH3:34])[C:18](=[O:33])[NH:19][N:20]=2)[CH2:9]1)=O)(C)(C)C.[C:35]([OH:41])([C:37]([F:40])([F:39])[F:38])=[O:36]>C(Cl)Cl>[F:38][C:37]([F:40])([F:39])[C:35]([OH:41])=[O:36].[NH:8]1[CH2:9][CH:10]([NH:12][C:13]2[C:26]([CH:27]([CH3:32])[C:28]([F:31])([F:29])[F:30])=[CH:25][C:24]3[O:23][CH2:22][C:21]4=[N:20][NH:19][C:18](=[O:33])[CH:17]([CH3:34])[N:16]4[C:15]=3[CH:14]=2)[CH2:11]1 |f:3.4|. Conditions: time 2 hour. The product is FC(C(=O)O)(F)F.N1CC(C1)NC=1C(=CC2=C(N3C(=NNC(C3C)=O)CO2)C1)C(C(F)(F)F)C (9-(azetidin-3-ylamino)-1-methyl-8-(1,1,1-trifluoropropan-2-yl)-3,5-dihydrobenzo[5,6][1,4]oxazino[3,4-c][1,2,4]triazin-2(1H)-one trifluoroacetic acid). The reactants are C(C)(C)(C)OC(=O)N1CC(C1)NC=1C=C2N3C(C(NN=C3COC2=CC1C(C(F)(F)F)C)=O)C (3-[4-methyl-3-oxo-7-(2,2,2-trifluoro-1-methyl-ethyl)-2,3,4,10-tetrahydro-9-oxa-1,2,4a-triaza-phenanthren-6-ylamino]-azetidine-1-carboxylic acid tert-butyl ester), C(=O)(C(F)(F)F)O (TFA). The yield is 95.0%. Reported procedure: To a solution of 3-[4-methyl-3-oxo-7-(2,2,2-trifluoro-1-methyl-ethyl)-2,3,4,10-tetrahydro-9-oxa-1,2,4a-triaza-phenanthren-6-ylamino]-azetidine-1-carboxylic acid tert-butyl ester (0.020 g, 0.041 mmol) in DCM (3 mL) was added in TFA (0.5 mL) and the solution was stirred for 2 h. The solvent was removed in vacuo to give 9-(azetidin-3-ylamino)-1-methyl-8-(1,1,1-trifluoropropan-2-yl)-3,5-dihydrobenzo[5,6][1,4]oxazino[3,4-c][1,2,4]triazin-2(1H)-one trifluoroacetic acid (0.015 g, 95%). LC/MS (Table 1, ... Run in C(Cl)Cl (DCM). Run in C1CCOC1 (THF). Procedure details: To a solution of oxazole (0.5 g, 7 mmol) in anhydrous THF (10 mL) was added n-BuLi (3.5 mL, 8.8 mmol) dropwise at −65° C. After stirring for 10 min, anhydrous ZnCl2 (2 g, 14.7 mmol) was added. The reaction mixture was allowed to warm to room temperature. Then Pd(PPh3)4 (0.3 g, 0.26 mmol) and iodobenzene (2 g, 9.8 mmol) were added. The reaction mixture was heated at 60° C. for 1 h. After quenching with water (20 mL), the solution was extracted with EtOAc (20 mL×3). The combined organic layers wer... Reaction SMILES: [O:1]1[CH:5]=[CH:4][N:3]=[CH:2]1.[Li]CCCC.I[C:12]1[CH:17]=[CH:16][CH:15]=[CH:14][CH:13]=1>C1COCC1.[Cl-].[Cl-].[Zn+2].C1C=CC([P]([Pd]([P](C2C=CC=CC=2)(C2C=CC=CC=2)C2C=CC=CC=2)([P](C2C=CC=CC=2)(C2C=CC=CC=2)C2C=CC=CC=2)[P](C2C=CC=CC=2)(C2C=CC=CC=2)C2C=CC=CC=2)(C2C=CC=CC=2)C2C=CC=CC=2)=CC=1>[C:12]1([C:2]2[O:1][CH:5]=[CH:4][N:3]=2)[CH:17]=[CH:16][CH:15]=[CH:14][CH:13]=1 |f:4.5.6,^1:29,31,50,69|. Yield: 59.0%. The reagents and catalysts are [Cl-].[Cl-].[Zn+2] (ZnCl2), C=1C=CC(=CC1)[P](C=2C=CC=CC2)(C=3C=CC=CC3)[Pd]([P](C=4C=CC=CC4)(C=5C=CC=CC5)C=6C=CC=CC6)([P](C=7C=CC=CC7)(C=8C=CC=CC8)C=9C=CC=CC9)[P](C=1C=CC=CC1)(C=1C=CC=CC1)C=1C=CC=CC1 (Pd(PPh3)4). Starting materials: O1C=NC=C1 (oxazole), [Li]CCCC (n-BuLi), IC1=CC=CC=C1 (iodobenzene). Conditions: time 10 minute. Yields the product C1(=CC=CC=C1)C=1OC=CN1 (2-Phenyloxazole).